From a dataset of the Open Reaction Database (ORD), a public repository of structured organic reaction records. describe an organic reaction: reactants, conditions, products, and yield Starting materials: ClC1=CC2=C(CN3C(C(N2)=O)=CC=C3)C=C1 (8-chloro-10,11-dihydro-5H-pyrrolo[2,1-c][1,4]benzodiazepin-11-one), [Cl-].[Cl-].[Cl-].[Al+3] (aluminum trichloride), [OH-].[NH4+] (ammonium hydroxide). Solvent: C(Cl)Cl (methylene chloride). Reaction conditions: time 1 hour. The product is ClC=1C=C2C(NC3=C(CN2C1)C=CC(=C3)Cl)=O (2,8-dichloro-10,11-dihydro-5H-pyrrolo[2,1-c][1,4]-benzodiazepin-11-one). As a reaction SMILES: [Cl:1][C:2]1[CH:16]=[CH:15][C:5]2[CH2:6][N:7]3[CH:14]=[CH:13][CH:12]=[C:8]3[C:9](=[O:11])[NH:10][C:4]=2[CH:3]=1.[Cl-:17].[Cl-].[Cl-].[Al+3].[OH-].[NH4+]>C(Cl)Cl>[Cl:17][C:13]1[CH:12]=[C:8]2[N:7]([CH:14]=1)[CH2:6][C:5]1[CH:15]=[CH:16][C:2]([Cl:1])=[CH:3][C:4]=1[NH:10][C:9]2=[O:11] |f:1.2.3.4,5.6|. Reported procedure: To a solution of 2.33 g of 8-chloro-10,11-dihydro-5H-pyrrolo[2,1-c][1,4]benzodiazepin-11-one in 50 mL of methylene chloride is added 5.33 g of aluminum trichloride. The reaction is stirred for 1 hour at room temperature and 0.77 mL (1.2 g) of methanesulfonyl chgloride is added. Stirring is then continued at room temperature overnight. The reaction mixture is basified with 10% ammonium hydroxide and the resulting solid collected by filtration. The solid is dissolved in methylene chloride, the sol... Starting materials: ONC(=N)C=1C=CC=2C(C3=CC=CC=C3OC2C1)=C1CC2CCC(C1)N2C(C(F)(F)F)=O (N-Hydroxy-9-[8-(2,2,2-trifluoro-acetyl)-8-aza-bicyclo[3.2.1 ]oct-3-ylidene]-9H-xanthene-3-carboxamidine), C(=O)(N1C=NC=C1)N1C=NC=C1 (1,1′-carbonyldiimidazole). The solvent is O1CCOCC1 (1,4-dioxane). Run at temperature 110 celsius, time 40 minute. The product is FC(C(=O)N1C2CC(CC1CC2)=C2C1=CC=CC=C1OC=1C=C(C=CC21)C2=NOC(N2)=O)(F)F (3-{9-[8-(2,2,2-Trifluoro-acetyl)-8-aza-bicyclo[3.2.1]oct-3-ylidene]-9H-xanthe n-3-yl}-4H-[1,2,4]oxadiazol-5-one). Reaction SMILES: [OH:1][NH:2][C:3]([C:5]1[CH:6]=[CH:7][C:8]2[C:9](=[C:19]3[CH2:25][CH:24]4[N:26]([C:27](=[O:32])[C:28]([F:31])([F:30])[F:29])[CH:21]([CH2:22][CH2:23]4)[CH2:20]3)[C:10]3[C:15]([O:16][C:17]=2[CH:18]=1)=[CH:14][CH:13]=[CH:12][CH:11]=3)=[NH:4].[C:33](N1C=CN=C1)(N1C=CN=C1)=[O:34]>O1CCOCC1>[F:30][C:28]([F:31])([F:29])[C:27]([N:26]1[CH:21]2[CH2:22][CH2:23][CH:24]1[CH2:25][C:19](=[C:9]1[C:8]3[CH:7]=[CH:6][C:5]([C:3]4[NH:4][C:33](=[O:34])[O:1][N:2]=4)=[CH:18][C:17]=3[O:16][C:15]3[C:10]1=[CH:11][CH:12]=[CH:13][CH:14]=3)[CH2:20]2)=[O:32]. Reported procedure: To a solution of compound 6a (0.1 g, 0.23 mmol) in 1,4-dioxane (4 mL) was added 1,1′-carbonyldiimidazole (CDl, 0.055 g, 0.34 mmol). The mixture was stirred at 110° C. for 40 min under a nitrogen atmosphere. After being cooled, the reaction was concentrated. The crude compound 6b was used in the next reaction without further purification. MS m/z (MH+) 469.8. Reactants: CCCN(CCC)C(=O)c1cc(I)cc(C(=O)OC)c1, CC[Sn](CC)(CC)c1ncco1, CN(C)C=O. Yields the product CCCN(CCC)C(=O)c1cc(C(=O)OC)cc(-c2ncco2)c1. As a reaction SMILES: [CH2:13]([CH2:14][CH3:15])[N:16]([C:17](=[O:18])[c:19]1[cH:20][c:21]([C:22](=[O:23])[O:24][CH3:25])[cH:26][c:27]([I:29])[cH:28]1)[CH2:30][CH2:31][CH3:32].[CH2:1]([Sn:2]([CH2:3][CH3:9])([c:4]1[o:5][cH:6][cH:7][n:8]1)[CH2:10][CH3:11])[CH3:12].[CH3:33][N:34]([CH3:35])[CH:36]=[O:37]>>[c:4]1(-[c:27]2[cH:26][c:21]([C:22](=[O:23])[O:24][CH3:25])[cH:20][c:19]([C:17]([N:16]([CH2:13][CH2:14][CH3:15])[CH2:30][CH2:31][CH3:32])=[O:18])[cH:28]2)[o:5][cH:6][cH:7][n:8]1. Starting materials: Cc1c(C)c(C(=O)O)c(N)c(OCc2ccccc2)c1Cl, CCO. The product is Cc1c(C)c(C(=O)O)c(N)c(O)c1Cl. Reaction SMILES: [CH2:1]([c:2]1[cH:3][cH:4][cH:5][cH:6][cH:7]1)[O:8][c:9]1[c:10]([NH2:21])[c:11]([C:12](=[O:13])[OH:14])[c:15]([CH3:20])[c:16]([CH3:19])[c:17]1[Cl:18].[CH3:22][CH2:23][OH:24]>>[OH:8][c:9]1[c:10]([NH2:21])[c:11]([C:12](=[O:13])[OH:14])[c:15]([CH3:20])[c:16]([CH3:19])[c:17]1[Cl:18]. The reactants are CC(=O)C1CCC2C3CCC4CC(O)C(OCCCl)CC4(C)C3C(=O)CC12C, OCCO, Cc1ccc(S(=O)(=O)O)cc1, c1ccccc1. Yields the product CC1(C2CCC3C4CCC5CC(O)C(OCCCl)CC5(C)C4C(=O)CC32C)OCCO1. RXN SMILES: [Cl:1][CH2:2][CH2:3][O:4][CH:5]1[CH:6]([OH:28])[CH2:7][CH:8]2[CH2:9][CH2:10][CH:11]3[CH:12]4[CH2:13][CH2:14][CH:15]([C:16]([CH3:17])=[O:18])[C:19]4([CH3:27])[CH2:20][C:21](=[O:26])[CH:22]3[C:23]2([CH3:25])[CH2:24]1.[OH:29][CH2:30][CH2:31][OH:32].[c:33]1([CH3:34])[cH:35][cH:36][c:37]([S:38]([OH:39])(=[O:40])=[O:41])[cH:42][cH:43]1.[cH:44]1[cH:45][cH:46][cH:47][cH:48][cH:49]1>>[Cl:1][CH2:2][CH2:3][O:4][CH:5]1[CH:6]([OH:28])[CH2:7][CH:8]2[CH2:9][CH2:10][CH:11]3[CH:12]4[CH2:13][CH2:14][CH:15]([C:16]5([CH3:17])[O:18][CH2:31][CH2:30][O:29]5)[C:19]4([CH3:27])[CH2:20][C:21](=[O:26])[CH:22]3[C:23]2([CH3:25])[CH2:24]1. Starting materials: O (water), ClCCOC1=C(C=CC=C1)[N+](=O)[O-] (1-(2-Chloro-ethoxy)-2-nitro-benzene), CC=1C=CC(=C(C1)O)[N+](=O)[O-] (5-methyl-2-nitro-phenol), C([O-])([O-])=O.[K+].[K+] (potassium carbonate). The solvent is CN(C)C=O (DMF). Run at temperature 100 celsius, time 4 hour. Yields the product CC1=CC(=C(C=C1)[N+](=O)[O-])OCCOC1=C(C=CC=C1)[N+](=O)[O-] (4-Methyl-1-nitro-2-(2-(2-nitro-phenoxy)-ethoxy)-benzene). As a reaction SMILES: Cl[CH2:2][CH2:3][O:4][C:5]1[CH:10]=[CH:9][CH:8]=[CH:7][C:6]=1[N+:11]([O-:13])=[O:12].[CH3:14][C:15]1[CH:16]=[CH:17][C:18]([N+:22]([O-:24])=[O:23])=[C:19]([OH:21])[CH:20]=1.C(=O)([O-])[O-].[K+].[K+].O>CN(C=O)C>[CH3:14][C:15]1[CH:16]=[CH:17][C:18]([N+:22]([O-:24])=[O:23])=[C:19]([O:21][CH2:2][CH2:3][O:4][C:5]2[CH:10]=[CH:9][CH:8]=[CH:7][C:6]=2[N+:11]([O-:13])=[O:12])[CH:20]=1 |f:2.3.4|. Procedure details: 1-(2-Chloro-ethoxy)-2-nitro-benzene (116 g) and 5-methyl-2-nitro-phenol (88 g) were dissolved in 500 ml DMF and was stirred for 4 h at 90-110° C. after careful addition of 160 g potassium carbonate. The reaction mixture was poured in a mixture of crushed ice and water (8 l) which was vigorously stirred. The residue was filtered off, washed several times with water and dried. The crude product was suspended in methanol and the pale yellow residue was again filtered off, washed with methanol and d...